From a dataset of the Open Reaction Database (ORD), a public repository of structured organic reaction records. describe an organic reaction: reactants, conditions, products, and yield The reactants are NC1=C(C=C(C=C1)C(C(=O)O)C)F (2-(4-Amino-3-fluorophenyl)propionic acid), O=S(Cl)Cl (SOCl2), CCO (EtOH). Conditions: time 2 hour. Yields the product NC1=C(C=C(C=C1)C(C(=O)OCC)C)F (ethyl 2-(4-amino-3-fluorophenyl)propanoate). Yield: 87.0%. Reaction SMILES: [NH2:1][C:2]1[CH:7]=[CH:6][C:5]([CH:8]([CH3:12])[C:9]([OH:11])=[O:10])=[CH:4][C:3]=1[F:13].O=S(Cl)Cl.[CH3:18][CH2:19]O>>[NH2:1][C:2]1[CH:7]=[CH:6][C:5]([CH:8]([CH3:12])[C:9]([O:11][CH2:18][CH3:19])=[O:10])=[CH:4][C:3]=1[F:13]. Procedure details: To a solution of 2-(4-Amino-3-fluorophenyl)propionic acid (1 g, 5.459 mmol) in EtOH was added SOCl2 (0.6 ml, 8.189 mmol) at 0° C. The mixture was stirred for 2 hours at room temperature and then SOCl2 was removed under reduced pressure. The residue was diluted with EtOAc and washed with a saturated NaHCO3 solution. The resulting mixture was dried over MgSO4 and concentrated. The residue was purified by column chromatography to afford ethyl 2-(4-amino-3-fluorophenyl)propanoate (1 g, 87%). Starting materials: ClC1=NN(C=C1N(C(C(C)SC)=O)CC#C)C=1C=NC=CC1 (N-(3-chloro-1-(pyridin-3-yl)-1H-pyrazol-4-yl)-2-(methylthio)-N-(prop-2-yn-1-yl)propanamide), B1(OO1)[O-].O.O.O.O.[Na+] (sodium perborate tetrahydrate), C(=O)(O)[O-].[Na+] (NaHCO3). The solvent is C(C)(=O)O (acetic acid). Conditions: temperature 65 celsius. The product is ClC1=NN(C=C1N(C(C(C)S(=O)(=O)C)=O)CC#C)C=1C=NC=CC1 (N-(3-chloro-1-(pyridin-3-yl)-1H-pyrazol-4-yl)-2-(methylsulfonyl)-N-(prop-2-yn-1-yl)propanamide). The yield is 70.0%. RXN SMILES: [Cl:1][C:2]1[C:6]([N:7]([CH2:14][C:15]#[CH:16])[C:8](=[O:13])[CH:9]([S:11][CH3:12])[CH3:10])=[CH:5][N:4]([C:17]2[CH:18]=[N:19][CH:20]=[CH:21][CH:22]=2)[N:3]=1.B1([O-])OO1.[OH2:27].[OH2:28].O.O.[Na+].C([O-])(O)=O.[Na+]>C(O)(=O)C>[Cl:1][C:2]1[C:6]([N:7]([CH2:14][C:15]#[CH:16])[C:8](=[O:13])[CH:9]([S:11]([CH3:12])(=[O:28])=[O:27])[CH3:10])=[CH:5][N:4]([C:17]2[CH:18]=[N:19][CH:20]=[CH:21][CH:22]=2)[N:3]=1 |f:1.2.3.4.5.6,7.8|. Reported procedure: To a solution of N-(3-chloro-1-(pyridin-3-yl)-1H-pyrazol-4-yl)-2-(methylthio)-N-(prop-2-yn-1-yl)propanamide (0.10 g, 0.30 mmol) and acetic acid (2.0 ml) was added sodium perborate tetrahydrate (0.11 g, 0.74 mmol) and the vial was heated to 65° C. for 2 h. The reaction mixture was cooled to ambient temperature and neutralized with saturated NaHCO3. The aqueous layer was extracted with EtOAc (3×). The organic layers were combined, dried over Na2SO4, filtered and concentrated. The residue was purif...